Dataset: the Open Reaction Database (ORD), a public repository of structured organic reaction records. Task: describe an organic reaction: reactants, conditions, products, and yield The reactants are C(C)OC([C@H](CC1=CC=C(C=C1)C#N)NC(=O)C1=CC2=C(N(C(=N2)C2=COC=C2)C2CCCCC2)C=C1)=O ((S)-3-(4-Cyanophenyl)-2-{[1-(1-cyclohexyl-2-furan-3-yl-1H-benzoimidazol-5-yl)-methanoyl]-amino}-propionic acid ethyl ester), C([O-])([O-])=O.[K+].[K+] (potassium carbonate). The solvent is CC(=O)C (acetone), O (water). The product is C(N)(=O)C1=CC=C(C=C1)C[C@@H](C(=O)O)NC(=O)C1=CC2=C(N(C(=N2)C2=COC=C2)C2CCCCC2)C=C1 ((S)-3-(4-Carbamoyl-phenyl)-2-{[1-(1-cyclohexyl-2-furan-3-yl-1H-benzoimidazol-5-yl)-methanoyl]-amino}-propionic acid). As a reaction SMILES: C([O:3][C:4](=[O:38])[C@@H:5]([NH:15][C:16]([C:18]1[CH:37]=[CH:36][C:21]2[N:22]([CH:30]3[CH2:35][CH2:34][CH2:33][CH2:32][CH2:31]3)[C:23]([C:25]3[CH:29]=[CH:28][O:27][CH:26]=3)=[N:24][C:20]=2[CH:19]=1)=[O:17])[CH2:6][C:7]1[CH:12]=[CH:11][C:10]([C:13]#[N:14])=[CH:9][CH:8]=1)C.C(=O)([O-])[O-:40].[K+].[K+]>CC(C)=O.O>[C:13]([C:10]1[CH:11]=[CH:12][C:7]([CH2:6][C@H:5]([NH:15][C:16]([C:18]2[CH:37]=[CH:36][C:21]3[N:22]([CH:30]4[CH2:35][CH2:34][CH2:33][CH2:32][CH2:31]4)[C:23]([C:25]4[CH:29]=[CH:28][O:27][CH:26]=4)=[N:24][C:20]=3[CH:19]=2)=[O:17])[C:4]([OH:3])=[O:38])=[CH:8][CH:9]=1)(=[O:40])[NH2:14] |f:1.2.3|. Procedure details: (S)-3-(4-Cyanophenyl)-2-{[1-(1-cyclohexyl-2-furan-3-yl-1H-benzoimidazol-5-yl)-methanoyl]-amino}-propionic acid ethyl ester from example 10 (0.120 g, 0.235 mmol) was dissolved in a mixture of acetone (5 mL) and water (3 mL). Urea-hydrogen peroxide complex (1.0 mmol, 0.094 g) and potassium carbonate (10 mg) were added and the mixture stirred until completion (HPLC). The reaction mixture was concentrated under reduced pressure, the residue was dissolved in DMSO (1.5 mL) and 5 N NaOH (0.2 mL) was ad...